Dataset: the Open Reaction Database (ORD), a public repository of structured organic reaction records. Task: describe an organic reaction: reactants, conditions, products, and yield Starting materials: BrC=1C=C2C=CC(=NC2=CC1)Cl (6-Bromo-2-chloroquinoline), CNC1=CC=CC=C1 (N-methylaniline). Product: NC1=NC2=CC=CC=C2C=C1 (2-aminoquinoline). RXN SMILES: Br[C:2]1[CH:3]=[C:4]2[C:9](=[CH:10][CH:11]=1)[N:8]=[C:7](Cl)[CH:6]=[CH:5]2.C[NH:14]C1C=CC=CC=1>>[NH2:14][C:7]1[CH:6]=[CH:5][C:4]2[C:9](=[CH:10][CH:11]=[CH:2][CH:3]=2)[N:8]=1. Reported procedure: 6-Bromo-2-chloroquinoline (250 mg, 1.0 mmol) and N-methylaniline (2 mL) were heated at 120° C. for 16 hours. Extraction from 2M NaOH into DCM and drying on Na2SO4 gave the crude 2-aminoquinoline. This was converted, via Methods 3 and 5, to compound 205 (88 mg, 31%). [M−H]−=277.0 m/z. Activity: B Reactants: CC1(C)C(=O)NC(=O)N1CCNc1ncc(C(F)(F)F)c(-c2cc3cc([N+](=O)[O-])ccc3s2)n1, CCO, [Cl-], [In], [NH4+]. Product: CC1(C)C(=O)NC(=O)N1CCNc1ncc(C(F)(F)F)c(-c2cc3cc(N)ccc3s2)n1. As a reaction SMILES: [CH3:1][C:2]1([CH3:34])[C:3](=[O:33])[NH:4][C:5](=[O:32])[N:6]1[CH2:7][CH2:8][NH:9][c:10]1[n:11][cH:12][c:13]([C:28]([F:29])([F:30])[F:31])[c:14](-[c:16]2[cH:17][c:18]3[c:19]([s:20]2)[cH:21][cH:22][c:23]([N+:25]([O-:26])=[O:27])[cH:24]3)[n:15]1.[CH3:38][CH2:39][OH:40].[Cl-:36].[In:35].[NH4+:37]>>[CH3:1][C:2]1([CH3:34])[C:3](=[O:33])[NH:4][C:5](=[O:32])[N:6]1[CH2:7][CH2:8][NH:9][c:10]1[n:11][cH:12][c:13]([C:28]([F:29])([F:30])[F:31])[c:14](-[c:16]2[cH:17][c:18]3[c:19]([s:20]2)[cH:21][cH:22][c:23]([NH2:25])[cH:24]3)[n:15]1. Reactants: C(C)OC(CC(C(C)(C)C1=CC(=C(C=C1)OC)Br)=O)=O (4-(3-Bromo-4-methoxy-phenyl)-4-methyl-3-oxo-pentanoic acid ethyl ester), aqueous solution, Cl (hydrochloric acid), C([O-])([O-])=O.[Cs+].[Cs+] (cesium carbonate), ClC1=C(C=C(C#N)C=C1)[N+](=O)[O-] (4-chloro-3-nitro-benzonitrile). Solvent: CN(C)C=O (DMF). Conditions: temperature 45 celsius, time 4 hour. The product is C(C)OC(C(C(C(C)(C)C1=CC(=C(C=C1)OC)Br)=O)C1=C(C=C(C=C1)C#N)[N+](=O)[O-])=O (4-(3-Bromo-4-methoxy-phenyl)-2-(4-cyano-2-nitro-phenyl)-4-methyl-3-oxo-pentanoic acid ethyl ester). As a reaction SMILES: [CH2:1]([O:3][C:4](=[O:20])[CH2:5][C:6](=[O:19])[C:7]([C:10]1[CH:15]=[CH:14][C:13]([O:16][CH3:17])=[C:12]([Br:18])[CH:11]=1)([CH3:9])[CH3:8])[CH3:2].C(=O)([O-])[O-].[Cs+].[Cs+].Cl[C:28]1[CH:35]=[CH:34][C:31]([C:32]#[N:33])=[CH:30][C:29]=1[N+:36]([O-:38])=[O:37].Cl>CN(C=O)C>[CH2:1]([O:3][C:4](=[O:20])[CH:5]([C:28]1[CH:35]=[CH:34][C:31]([C:32]#[N:33])=[CH:30][C:29]=1[N+:36]([O-:38])=[O:37])[C:6](=[O:19])[C:7]([C:10]1[CH:15]=[CH:14][C:13]([O:16][CH3:17])=[C:12]([Br:18])[CH:11]=1)([CH3:9])[CH3:8])[CH3:2] |f:1.2.3|. Procedure: 4-(3-Bromo-4-methoxy-phenyl)-4-methyl-3-oxo-pentanoic acid ethyl ester (Compound K3, 10.3 g, 30.01 mmol) was dissolved in DMF (80 mL), added with cesium carbonate (24.4 g, 2.5 eq.) and 4-chloro-3-nitro-benzonitrile (7.12 g, 1.3 eq.), and then stirred at 45° C. for 4 hr. The reaction solution was added to 1 N aqueous solution of hydrochloric acid, and extracted with ethyl acetate. The organic layer was washed with saturated brine and dried over sodium sulfate. The drying agent was removed by filt... Starting materials: CC#N, COCCCCl, [F-], [I-], [K+], [K+], CC1(C)Oc2ccc(CO)cc2NC1=O. The product is COCCCN1C(=O)C(C)(C)Oc2ccc(CO)cc21. Reaction SMILES: [CH3:26][C:27]#[N:28].[Cl:16][CH2:17][CH2:18][CH2:19][O:20][CH3:21].[F-:22].[I-:25].[K+:23].[K+:24].[OH:1][CH2:2][c:3]1[cH:4][cH:5][c:6]2[c:7]([cH:15]1)[NH:8][C:9](=[O:14])[C:10]([CH3:12])([CH3:13])[O:11]2>>[OH:1][CH2:2][c:3]1[cH:4][cH:5][c:6]2[c:7]([cH:15]1)[N:8]([CH2:17][CH2:18][CH2:19][O:20][CH3:21])[C:9](=[O:14])[C:10]([CH3:12])([CH3:13])[O:11]2. As a reaction SMILES: [CH3:1][O:2][C:3](=[O:36])[C@@H:4]([NH:14][C:15]([C:17]1[S:18][C:19]([C:23](=[O:35])[NH:24][CH2:25][C:26]2[CH:34]=[CH:33][CH:32]=[C:31]3[C:27]=2[CH:28]=[N:29][NH:30]3)=[CH:20][C:21]=1[Cl:22])=[O:16])[CH2:5][NH:6]C(OC(C)(C)C)=O.[C:37]([OH:43])([C:39]([F:42])([F:41])[F:40])=[O:38]>C(Cl)Cl>[F:40][C:39]([F:42])([F:41])[C:37]([OH:43])=[O:38].[CH3:1][O:2][C:3](=[O:36])[C@@H:4]([NH:14][C:15]([C:17]1[S:18][C:19]([C:23](=[O:35])[NH:24][CH2:25][C:26]2[CH:34]=[CH:33][CH:32]=[C:31]3[C:27]=2[CH:28]=[N:29][NH:30]3)=[CH:20][C:21]=1[Cl:22])=[O:16])[CH2:5][NH2:6] |f:3.4|. Run at time 2 hour. The reactants are COC([C@H](CNC(=O)OC(C)(C)C)NC(=O)C=1SC(=CC1Cl)C(NCC1=C2C=NNC2=CC=C1)=O)=O ((S)-3-tert-Butoxycarbonylamino-2-({3-chloro-5-[(1H-indazol-4-ylmethyl)-carbamoyl]-thiophene-2-carbonyl}-amino)-propionic acid methyl ester), C(=O)(C(F)(F)F)O (TFA). Product: FC(C(=O)O)(F)F.COC([C@H](CN)NC(=O)C=1SC(=CC1Cl)C(NCC1=C2C=NNC2=CC=C1)=O)=O ((S)-3-Amino-2-({3-chloro-5-[(1H-indazol-4-ylmethyl)-carbamoyl]-thiophene-2-carbonyl}-amino)-propionic acid methyl ester trifluoro-acetic acid salt). Solvent: C(Cl)Cl (DCM). Procedure: To a solution of (S)-3-tert-Butoxycarbonylamino-2-({3-chloro-5-[(1H-indazol-4-ylmethyl)-carbamoyl]-thiophene-2-carbonyl}-amino)-propionic acid methyl ester (0.1015 g, 0.19 mmol) in DCM (5 mL) was added TFA (1 mL). The mixture was stirred at room temperature 2 h and evaporated. Isolate 0.127 g of crude product which was used without further purification.